Dataset: the Open Reaction Database (ORD), a public repository of structured organic reaction records. Task: describe an organic reaction: reactants, conditions, products, and yield Reactants: BrCCCCCCCCCC (1-bromodecane), OC1=CC=C(C2=CC=CC=C12)C=O (4-hydroxy-1-naphthaldehyde), C[O-].[Na+] (NaOMe), CN(C)C=O (DMF). Reaction conditions: temperature 50 celsius, time 5 hour. The product is C(CCCCCCCCCCC)OC1=CC=C(C2=CC=CC=C12)C=O (4-(dodecyloxy)-1-naphthaldehyde). The yield is 81.0%. Reaction SMILES: Br[CH2:2][CH2:3][CH2:4][CH2:5][CH2:6][CH2:7][CH2:8][CH2:9][CH2:10][CH3:11].O[C:13]1[C:22]2[C:17](=[CH:18][CH:19]=[CH:20][CH:21]=2)[C:16]([CH:23]=[O:24])=[CH:15][CH:14]=1.[CH3:25][O-:26].[Na+].[CH3:28]N(C=O)C>>[CH2:25]([O:26][C:13]1[C:22]2[C:17](=[CH:18][CH:19]=[CH:20][CH:21]=2)[C:16]([CH:23]=[O:24])=[CH:15][CH:14]=1)[CH2:11][CH2:10][CH2:9][CH2:8][CH2:7][CH2:6][CH2:5][CH2:4][CH2:3][CH2:2][CH3:28] |f:2.3|. Reported procedure: To a solution of 1-bromodecane (10.0 g, 40.12 mmol) and 4-hydroxy-1-naphthaldehyde (6.29 g, 36.5 mmol) in anhydrous DMF (150 mL) was added NaOMe (2.38 g, 44.1 mmol). The mixture was stirred at 50° C. for 5 h. The reaction mixture was cooled to rt and concentrated under vacuo. The residue was dissolved in EtOAc and washed with brine (3×), dried over MgSO4, filtered and concentrated under reduced pressure to give an orange solid. Purification by chromatography (SiO2, c-Hex/EtOAc 9/1) gave the titl...